This data is from the Open Reaction Database (ORD), a public repository of structured organic reaction records. The task is: describe an organic reaction: reactants, conditions, products, and yield Starting materials: O (water), N1C=NC=C1 (Imidazole), C(C)[Si](CC)(CC)Cl (triethylsilyl chloride), N1C=NC=C1 (Imidazole), C(C)[Si](CC)(CC)Cl (triethylsilyl chloride), N(=[N+]=[N-])C[C@H](O)C=1C=CC(=C(C1)NS(=O)(=O)C)OCC1=CC=CC=C1 (N-[5-((R)-2-azido-1-hydroxyethyl)-2-benzyloxyphenyl]methanesulfonamide). Run in CN(C=O)C (N,N-dimethylformamide). Run at time 12 hour. The product is N(=[N+]=[N-])C[C@H](O[Si](CC)(CC)CC)C=1C=CC(=C(C1)NS(=O)(=O)C)OCC1=CC=CC=C1 (N-[5-((R)-2-Azido-1-triethylsilyloxyethyl)-2-benzyloxyphenyl]methanesulfonamide). The yield is 85.3%. RXN SMILES: N1C=CN=C1.[CH2:6]([Si:8](Cl)([CH2:11][CH3:12])[CH2:9][CH3:10])[CH3:7].[N:14]([CH2:17][C@@H:18]([C:20]1[CH:21]=[CH:22][C:23]([O:31][CH2:32][C:33]2[CH:38]=[CH:37][CH:36]=[CH:35][CH:34]=2)=[C:24]([NH:26][S:27]([CH3:30])(=[O:29])=[O:28])[CH:25]=1)[OH:19])=[N+:15]=[N-:16].O>CN(C)C=O>[N:14]([CH2:17][C@@H:18]([C:20]1[CH:21]=[CH:22][C:23]([O:31][CH2:32][C:33]2[CH:38]=[CH:37][CH:36]=[CH:35][CH:34]=2)=[C:24]([NH:26][S:27]([CH3:30])(=[O:28])=[O:29])[CH:25]=1)[O:19][Si:8]([CH2:11][CH3:12])([CH2:9][CH3:10])[CH2:6][CH3:7])=[N+:15]=[N-:16]. Reported procedure: Imidazole (0.46 g) and triethylsilyl chloride (0.82 g) were added to a solution of N-[5-((R)-2-azido-1-hydroxyethyl)-2-benzyloxyphenyl]methanesulfonamide (1.64 g) in N,N-dimethylformamide (20 mL), and the mixture was stirred at room temperature for 12 hrs. Imidazole (0.15 g) and triethylsilyl chloride (0.21 g) were added to the reaction mixture. After being stirred for additional 3 hrs, water was added to the mixture, and the resulting mixture was extracted with ethyl acetate. The organic layer ... Starting materials: [Br-], CCCCOC(=O)c1cc(CCc2cc(OC)ccc2OC)ccc1NC(C)=O, CCO, [Li+], C1CCC2=NCCCN2CC1. Yields the product CCOC(=O)c1cc(CCc2cc(OC)ccc2OC)ccc1NC(C)=O. Reaction SMILES: [Br-:31].[CH2:1]([CH2:2][CH2:3][CH3:4])[O:5][C:6]([c:7]1[c:8]([NH:25][C:26]([CH3:27])=[O:28])[cH:9][cH:10][c:11]([CH2:13][CH2:14][c:15]2[c:16]([O:23][CH3:24])[cH:17][cH:18][c:19]([O:21][CH3:22])[cH:20]2)[cH:12]1)=[O:29].[CH3:43][CH2:44][OH:45].[Li+:30].[N:32]12[CH2:33][CH2:34][CH2:35][N:36]=[C:37]1[CH2:38][CH2:39][CH2:40][CH2:41][CH2:42]2>>[CH2:1]([CH3:2])[O:5][C:6]([c:7]1[c:8]([NH:25][C:26]([CH3:27])=[O:28])[cH:9][cH:10][c:11]([CH2:13][CH2:14][c:15]2[c:16]([O:23][CH3:24])[cH:17][cH:18][c:19]([O:21][CH3:22])[cH:20]2)[cH:12]1)=[O:29]. The reactants are C(C)(C)(C)OC(=O)N1CCC2=C(CC1)C(=C(C=C2)Cl)SC(N(C)C)=O (3-tert-butoxycarbonyl-7-chloro-6-dimethylcarbamoylthio-2,3,4,5-tetrahydro-1H-benzo[d]azepine), BrCC1OCCCC1 (2-(bromomethyl)tetrahydropyran). The product is Cl.ClC1=C(C2=C(CCNCC2)C=C1)SCC1OCCCC1 ((±)-7-Chloro-6-(tetrahydropyran-2-ylmethylthio)-2,3,4,5-tetrahydro-1H-benzo[d]azepine Hydrochloride). RXN SMILES: C(OC([N:8]1[CH2:14][CH2:13][C:12]2[C:15]([S:20][C:21](=O)N(C)C)=[C:16]([Cl:19])[CH:17]=[CH:18][C:11]=2[CH2:10][CH2:9]1)=O)(C)(C)C.BrC[CH:28]1[CH2:33][CH2:32][CH2:31][CH2:30][O:29]1>>[ClH:19].[Cl:19][C:16]1[CH:17]=[CH:18][C:11]2[CH2:10][CH2:9][NH:8][CH2:14][CH2:13][C:12]=2[C:15]=1[S:20][CH2:21][CH:28]1[CH2:33][CH2:32][CH2:31][CH2:30][O:29]1 |f:2.3|. Procedure: Use a method similar to the Example 330, using 3-tert-butoxycarbonyl-7-chloro-6-dimethylcarbamoylthio-2,3,4,5-tetrahydro-1H-benzo[d]azepine and 2-(bromomethyl)tetrahydropyran to give, after deprotection by the General Procedure 1-4, the title compound as a white solid. MS (APCI+) m/z: 312 (M+H)+. Reaction SMILES: [CH2:25]1[O:26][CH2:27][CH2:28][CH2:29]1.[CH3:1][O:2][C:3]([CH2:4][CH2:5][C:6]1=[CH:10][CH2:9][N:8]([CH2:11][c:12]2[c:13]([O:20][CH3:21])[cH:14][c:15]([O:18][CH3:19])[cH:16][cH:17]2)[C:7]1=[O:22])=[O:23].[ClH:24]>>[O:2]=[C:3]([CH2:4][CH2:5][C:6]1=[CH:10][CH2:9][N:8]([CH2:11][c:12]2[c:13]([O:20][CH3:21])[cH:14][c:15]([O:18][CH3:19])[cH:16][cH:17]2)[C:7]1=[O:22])[OH:23]. The reactants are C1CCOC1, COC(=O)CCC1=CCN(Cc2ccc(OC)cc2OC)C1=O, Cl. Yields the product COc1ccc(CN2CC=C(CCC(=O)O)C2=O)c(OC)c1. Starting materials: C(C)C=1C=C(C=CC1)O (3-ethylphenol), C1(=CC=CC=C1)P(C1=CC=CC=C1)C1=CC=CC=C1 (triphenylphosphine), CC(C)OC(=O)/N=N/C(=O)OC(C)C (DIAD), O[C@@H](C(=O)OC)C ((R)-methyl 2-hydroxypropanoate). Solvent: C1CCOC1 (THF). Reaction conditions: time 16 hour. Yields the product C(C)C=1C=C(O[C@H](C(=O)OC)C)C=CC1 ((S)-methyl 2-(3-ethylphenoxy)propanoate). RXN SMILES: [CH2:1]([C:3]1[CH:4]=[C:5]([OH:9])[CH:6]=[CH:7][CH:8]=1)[CH3:2].C1(P(C2C=CC=CC=2)C2C=CC=CC=2)C=CC=CC=1.O[C@H:30]([CH3:35])[C:31]([O:33][CH3:34])=[O:32].CC(OC(/N=N/C(OC(C)C)=O)=O)C>C1COCC1>[CH2:1]([C:3]1[CH:4]=[C:5]([CH:6]=[CH:7][CH:8]=1)[O:9][C@@H:30]([CH3:35])[C:31]([O:33][CH3:34])=[O:32])[CH3:2]. Procedure details: To 3-ethylphenol (3.42 g, 28 mmol) in THF (20 mL) at ice bath was added triphenylphosphine (9.5 g, 36.4 mmol) and then (R)-methyl 2-hydroxypropanoate (2.94 mL, 31 mmol). And then DIAD (8.2 mL, 42 mmol) was added dropwise to the above cole solution. The mixture was stirred at room temperature for 16 hr. The solvent was removed and the residue was purified by silica gel to obtain the title compound. Reactants: C(C)OC(=O)C=1OC(=NN1)S (2-ethoxycarbonyl-1,3,4-oxadiazole-5-thiol), CNC (dimethylamine). The product is CN(C(=O)C=1OC(=NN1)S)C (2-(N,N-Dimethylcarbamoyl)-1,3,4-oxadiazole-5-thiol). As a reaction SMILES: C([O:3][C:4]([C:6]1[O:7][C:8]([SH:11])=[N:9][N:10]=1)=O)C.[CH3:12][NH:13][CH3:14]>>[CH3:12][N:13]([CH3:14])[C:4]([C:6]1[O:7][C:8]([SH:11])=[N:9][N:10]=1)=[O:3]. Procedure details: This product (m.p. 185°-187° C.) was prepared by reacting 2-ethoxycarbonyl-1,3,4-oxadiazole-5-thiol with dimethylamine in a manner similar to that described in the procedure of Example XVI, Part C as hereinafter set forth.